describe an organic reaction: reactants, conditions, products, and yield From a dataset of the Open Reaction Database (ORD), a public repository of structured organic reaction records. Starting materials: CO/C=C(/C(=O)OC)\C1=C(C=CC=C1)COC1=C(C=C(C(=C1)C)C(COC)=O)C ((E)-methyl 3-methoxy-2-(2-((4-(2-methoxyacetyl)-2,5-dimethylphenoxy)methyl)phenyl)acrylate), Cl.CON (methoxyamine hydrochloride). Solvent: CO (methanol). Product: CO/C=C(/C(=O)OC)\C1=C(C=CC=C1)COC1=C(C=C(C(=C1)C)/C(/COC)=N/OC)C ((E)-methyl 3-methoxy-2-(2-((4-((Z)-2-methoxy-1-(methoxyimino)ethyl)2,5-dimethylphenoxy)methyl)phenyl)acrylate). Yield: 46.8%. Reaction SMILES: [CH3:1][O:2]/[CH:3]=[C:4](\[C:9]1[CH:14]=[CH:13][CH:12]=[CH:11][C:10]=1[CH2:15][O:16][C:17]1[CH:22]=[C:21]([CH3:23])[C:20]([C:24](=O)[CH2:25][O:26][CH3:27])=[CH:19][C:18]=1[CH3:29])/[C:5]([O:7][CH3:8])=[O:6].Cl.[CH3:31][O:32][NH2:33]>CO>[CH3:1][O:2]/[CH:3]=[C:4](\[C:9]1[CH:14]=[CH:13][CH:12]=[CH:11][C:10]=1[CH2:15][O:16][C:17]1[CH:22]=[C:21]([CH3:23])[C:20](/[C:24](=[N:33]/[O:32][CH3:31])/[CH2:25][O:26][CH3:27])=[CH:19][C:18]=1[CH3:29])/[C:5]([O:7][CH3:8])=[O:6] |f:1.2|. Procedure: In 30 mL of methanol, 0.2 g (0.50 mmol) of (E)-methyl 3-methoxy-2-(2-((4-(2-methoxyacetyl)-2,5-dimethylphenoxy)methyl)phenyl)acrylate obtained in Step 2 was reacted with 0.21 g (5 eq) of methoxyamine hydrochloride at room temperature for 15 hours with stirring. After completion of the reaction, the solvent was removed in a vacuum, and the residue was stirred in water (30 mL) and extracted twice with 30 mL of dichloromethane. The organic layer was dried over anhydrous magnesium sulfate and concen... Reactants: O=C([O-])[O-], CO, ClCc1ccccc1, [I-], [K+], [K+], NC1=NC(=O)C2=C(CNCc3ccccc3)C=NC2=N1, [Na+]. The product is NC1=NC(=O)C2=C(CN(Cc3ccccc3)Cc3ccccc3)C=NC2=N1. RXN SMILES: [C:21](=[O:22])([O-:23])[O-:24].[CH3:37][OH:38].[Cl:29][CH2:30][c:31]1[cH:32][cH:33][cH:34][cH:35][cH:36]1.[I-:28].[K+:25].[K+:26].[NH2:1][C:2]1=[N:3][C:4](=[O:20])[C:5]2=[C:10]([CH2:11][NH:12][CH2:13][c:14]3[cH:15][cH:16][cH:17][cH:18][cH:19]3)[CH:9]=[N:8][C:6]2=[N:7]1.[Na+:27]>>[NH2:1][C:2]1=[N:3][C:4](=[O:20])[C:5]2=[C:10]([CH2:11][N:12]([CH2:13][c:14]3[cH:15][cH:16][cH:17][cH:18][cH:19]3)[CH2:30][c:31]3[cH:32][cH:33][cH:34][cH:35][cH:36]3)[CH:9]=[N:8][C:6]2=[N:7]1. Starting materials: C(C)(=O)NCC=1NC(NC(C1)=O)=O (4-acetylaminomethylpyrimidine-2,6-dione), P(=O)(Cl)(Cl)Cl (phosphorous oxychloride). The product is ClC=1C=C2N(C(N1)=O)C(N=C2)C (7-chloro-3-methylimidazo[1,5-c]pyrimidin-5-one). RXN SMILES: [C:1]([NH:4][CH2:5][C:6]1[NH:7][C:8](=[O:13])[NH:9][C:10](=O)[CH:11]=1)(=O)[CH3:2].P(Cl)(Cl)([Cl:16])=O>>[Cl:16][C:10]1[CH:11]=[C:6]2[CH:5]=[N:4][CH:1]([CH3:2])[N:7]2[C:8](=[O:13])[N:9]=1. Procedure: A suspension of 6.63 g (36.2 mmole) of 4-acetylaminomethylpyrimidine-2,6-dione in 250 ml of phosphorous oxychloride was heated at reflux for 20 hours, and was then cooled and evaporated. The residue was added to about 700 ml of cold saturated sodium bicarbonate solution. To the resulting mixture was added 200 ml of chloroform and sufficient solid sodium bicarbonate to neutralize the mixture. The solid was separated by filtration, and the filtrate was saved for Part B. The solid was washed with w... Starting materials: C(=C)C1=CC=C(C=C1)S(=O)(=O)Cl (4-vinylbenzene-1-sulfonyl chloride), C(C)C1=C(NCC(C)C)C=CC=C1 (2-ethyl-N-isobutylaniline), C(C)(=O)OCC (Ethyl acetate). Run in N1=CC=CC=C1 (pyridine). The product is C(C)C1=C(C=CC=C1)N(S(=O)(=O)C1=CC=C(C=C1)C=C)CC(C)C (N-(2-ethylphenyl)-N-isobutyl-4-vinylbenzenesulfonamide). Reaction SMILES: [CH2:1]([C:3]1[CH:13]=[CH:12][CH:11]=[CH:10][C:4]=1[NH:5][CH2:6][CH:7]([CH3:9])[CH3:8])[CH3:2].[CH:14]([C:16]1[CH:21]=[CH:20][C:19]([S:22](Cl)(=[O:24])=[O:23])=[CH:18][CH:17]=1)=[CH2:15].C(OCC)(=O)C>N1C=CC=CC=1>[CH2:1]([C:3]1[CH:13]=[CH:12][CH:11]=[CH:10][C:4]=1[N:5]([CH2:6][CH:7]([CH3:9])[CH3:8])[S:22]([C:19]1[CH:20]=[CH:21][C:16]([CH:14]=[CH2:15])=[CH:17][CH:18]=1)(=[O:24])=[O:23])[CH3:2]. Reported procedure: 2-ethyl-N-isobutylaniline (83 mg, 0.468 mmol) was dissolved in pyridine (3 mL) add 4-vinylbenzene-1-sulfonyl chloride (114 mg, 0.562 mmol) added. Reaction stirred for over the weekend. Ethyl acetate (10 mL) was added to the solution and the organic phase was washed with water (10 mL), sodium hydroxide solution (2M, 2×10 mL) and brine (10 mL), then dried and concentrated under vacuum to provide the product, 129 mg. LCMS [LCMS1] Rt 1.43 min, m/z (ES+) 344 (M+H). Starting materials: CCO, CCCc1cc2nc(C)c(C(CCC)C(=O)OC)c(-c3ccc(C)cc3)n2n1, CO, [Na+], [OH-]. Product: CCCc1cc2nc(C)c(C(CCC)C(=O)O)c(-c3ccc(C)cc3)n2n1. RXN SMILES: [CH2:31]([OH:32])[CH3:33].[CH3:1][c:2]1[n:3][c:4]2[n:5]([c:6](-[c:16]3[cH:17][cH:18][c:19]([CH3:22])[cH:20][cH:21]3)[c:7]1[CH:8]([C:9](=[O:10])[O:11][CH3:12])[CH2:13][CH2:14][CH3:15])[n:23][c:24]([CH2:26][CH2:27][CH3:28])[cH:25]2.[CH3:34][OH:35].[Na+:30].[OH-:29]>>[CH3:1][c:2]1[n:3][c:4]2[n:5]([c:6](-[c:16]3[cH:17][cH:18][c:19]([CH3:22])[cH:20][cH:21]3)[c:7]1[CH:8]([C:9](=[O:10])[OH:11])[CH2:13][CH2:14][CH3:15])[n:23][c:24]([CH2:26][CH2:27][CH3:28])[cH:25]2. The reactants are CCOC(C)=O, CO, [H-], [Na+], C1CCOC1, Cc1cc(C)c(CC#N)c(C)c1. Product: CC(=O)C(C#N)c1c(C)cc(C)cc1C. RXN SMILES: [CH3:15][CH2:16][O:17][C:18](=[O:19])[CH3:20].[CH3:21][OH:22].[H-:13].[Na+:14].[O:23]1[CH2:24][CH2:25][CH2:26][CH2:27]1.[c:1]1([CH3:12])[c:2]([CH2:9][C:10]#[N:11])[c:3]([CH3:8])[cH:4][c:5]([CH3:7])[cH:6]1>>[c:1]1([CH3:12])[c:2]([CH:9]([C:10]#[N:11])[C:16]([CH3:15])=[O:17])[c:3]([CH3:8])[cH:4][c:5]([CH3:7])[cH:6]1. The reactants are O=C([O-])[O-], CO, CCOC(C)=O, Cl, [K+], [K+], CC(C)(C)OC(=O)Nc1c(SCc2ccccc2)cncc1-c1ccccc1. The product is Nc1c(SCc2ccccc2)cncc1-c1ccccc1. RXN SMILES: [C:30](=[O:31])([O-:32])[O-:33].[CH3:36][OH:37].[CH3:38][CH2:39][O:40][C:41](=[O:42])[CH3:43].[ClH:29].[K+:34].[K+:35].[c:1]1(-[c:7]2[cH:8][n:9][cH:10][c:11]([S:21][CH2:22][c:23]3[cH:24][cH:25][cH:26][cH:27][cH:28]3)[c:12]2[NH:13][C:14](=[O:15])[O:16][C:17]([CH3:18])([CH3:19])[CH3:20])[cH:2][cH:3][cH:4][cH:5][cH:6]1>>[c:1]1(-[c:7]2[cH:8][n:9][cH:10][c:11]([S:21][CH2:22][c:23]3[cH:24][cH:25][cH:26][cH:27][cH:28]3)[c:12]2[NH2:13])[cH:2][cH:3][cH:4][cH:5][cH:6]1. Reactants: C1CCC(CC1)N=C=NC2CCCCC2 (DCC), C(C#C)(=O)O (propynoic acid), C(#CC)C1=CC=C(C=C1)N (4-prop-1-ynylphenylamine). Solvent: ClCCl (dichloromethane), ClCCl (dichloromethane). Run at time 30 minute. Yields the product C(#CC)C1=CC=C(C=C1)NC(C#C)=O (Propynoic acid-(4-prop-1-ynylphenyl)amide). Reaction SMILES: C1CCC(N=C=NC2CCCCC2)CC1.[C:16]([OH:20])(=O)[C:17]#[CH:18].[C:21]([C:24]1[CH:29]=[CH:28][C:27]([NH2:30])=[CH:26][CH:25]=1)#[C:22][CH3:23]>ClCCl>[C:21]([C:24]1[CH:29]=[CH:28][C:27]([NH:30][C:16](=[O:20])[C:17]#[CH:18])=[CH:26][CH:25]=1)#[C:22][CH3:23]. Procedure: 1.2 g (5.86 mmol) of DCC is added to a solution of 375 mg (5.35 mmol) of propynoic acid in 10 mL of dichloromethane at 0° C. and the mixture is stirred for 30 minutes. Then 0.7 g (5.35 mmol) of 4-prop-1-ynylphenylamine dissolved in dichloromethane is slowly added dropwise and the mixture is stirred for 2 hours again at 0° C. The reaction mixture is then filtered through CELITE® filter aid and the filtrate is evaporated down. The purification is carried out by column chromatography on silica gel ...